Dataset: the Open Reaction Database (ORD), a public repository of structured organic reaction records. Task: describe an organic reaction: reactants, conditions, products, and yield The product is CC(C)(C)OC(=O)N1CC(=O)Nc2ccc(Cl)cc2C1. RXN SMILES: [CH2:1]([O:3][C:4](=[O:2])[CH2:5][N:6]([C:7](=[O:8])[O:9][C:10]([CH3:11])([CH3:12])[CH3:13])[CH2:14][c:15]1[c:16]([NH2:22])[cH:17][cH:18][c:19]([Cl:21])[cH:20]1)[CH3:23].[CH3:24][C:25]([CH3:26])([O-:27])[CH3:28].[CH3:38][CH2:39][O:40][C:41](=[O:42])[CH3:43].[Cl-:31].[K+:29].[NH4+:32].[O:33]1[CH2:34][CH2:35][CH2:36][CH2:37]1.[OH2:30]>>[O:3]=[C:4]1[CH2:5][N:6]([C:7](=[O:8])[O:9][C:10]([CH3:11])([CH3:12])[CH3:13])[CH2:14][c:15]2[c:16]([cH:17][cH:18][c:19]([Cl:21])[cH:20]2)[NH:22]1. Reactants: CCOC(=O)CN(Cc1cc(Cl)ccc1N)C(=O)OC(C)(C)C, CC(C)(C)[O-], CCOC(C)=O, [Cl-], [K+], [NH4+], C1CCOC1, O. Starting materials: [Br-], CCOCC, C[Mg+], CCOC(C)=O, CC(C)n1c(N)nc2ccc(C(=O)c3ccccc3)cc21, C1CCOC1. Product: C=C(c1ccccc1)c1ccc2nc(N)n(C(C)C)c2c1. As a reaction SMILES: [Br-:27].[CH2:36]([O:37][CH2:38][CH3:39])[CH3:40].[CH3:28][Mg+:29].[CH3:30][CH2:31][O:32][C:33](=[O:34])[CH3:35].[CH:1]([CH3:2])([CH3:3])[n:4]1[c:5]([NH2:21])[n:6][c:7]2[c:8]1[cH:9][c:10]([C:13]([c:14]1[cH:15][cH:16][cH:17][cH:18][cH:19]1)=[O:20])[cH:11][cH:12]2.[O:22]1[CH2:23][CH2:26][CH2:25][CH2:24]1>>[CH:1]([CH3:2])([CH3:3])[n:4]1[c:5]([NH2:21])[n:6][c:7]2[c:8]1[cH:9][c:10]([C:13]([c:14]1[cH:15][cH:16][cH:17][cH:18][cH:19]1)=[CH2:23])[cH:11][cH:12]2.